describe an organic reaction: reactants, conditions, products, and yield From a dataset of the Open Reaction Database (ORD), a public repository of structured organic reaction records. Reactants: O.O.C(C(=O)O)(=O)O (Oxalic acid dihydrate), C(C)(C)(C)OC(=O)N[C@@H](CC1=CC=CC=C1)[C@H](C[C@H](CC1=CC=CC=C1)N)O ((2S,3S,5S)-2-tert-butoxycarbonylamino-3-hydroxy-5-amino-1,6-diphenylhexane), C(C)(C)(C)OC(=O)N[C@@H](CC1=CC=CC=C1)[C@H](C[C@@H](CC1=CC=CC=C1)N)O ((2S,3S,5R)-2-tert-butoxycarbonylamino-3-hydroxy-5-amino-1,6-diphenylhexane). Run in CO (methanol). The product is C(C(=O)O)(=O)O.C(C)(C)(C)OC(=O)N[C@@H](CC1=CC=CC=C1)[C@H](C[C@H](CC1=CC=CC=C1)N)O ((2S,3S,5S)-2-tert-Butoxycarbonylamino-3-hydroxy-5-amino-1,6-diphenylhexane oxalate). As a reaction SMILES: O.O.[C:3]([OH:8])(=[O:7])[C:4]([OH:6])=[O:5].[C:9]([O:13][C:14]([NH:16][C@H:17]([C@@H:25]([OH:36])[CH2:26][C@@H:27]([NH2:35])[CH2:28][C:29]1[CH:34]=[CH:33][CH:32]=[CH:31][CH:30]=1)[CH2:18][C:19]1[CH:24]=[CH:23][CH:22]=[CH:21][CH:20]=1)=[O:15])([CH3:12])([CH3:11])[CH3:10].C(OC(N[C@H]([C@@H](O)C[C@H](N)CC1C=CC=CC=1)CC1C=CC=CC=1)=O)(C)(C)C>CO>[C:3]([OH:8])(=[O:7])[C:4]([OH:6])=[O:5].[C:9]([O:13][C:14]([NH:16][C@H:17]([C@@H:25]([OH:36])[CH2:26][C@@H:27]([NH2:35])[CH2:28][C:29]1[CH:30]=[CH:31][CH:32]=[CH:33][CH:34]=1)[CH2:18][C:19]1[CH:20]=[CH:21][CH:22]=[CH:23][CH:24]=1)=[O:15])([CH3:12])([CH3:10])[CH3:11] |f:0.1.2,6.7|. Procedure details: (5S,1'S)-3-phenylmethyl-5-(1'-tert-butoxycarbonylamino-2'-phenylethyl)-2-isoxazoline (2.0 g, 5.26 mmol) was dissolved in an ammonia/methanol solution (3%, 20 ml). A 3% Pt-on-carbon catalyst (100 mg, 5% by weight based on substrate) was added thereto. The mixture was stirred for 21 hours in a hydrogen atmosphere at atmospheric pressure. The catalyst was removed by filtration under reduced pressure, and then the filtrate was concentrated under reduced pressure. A foamy residue (2.0 g) containing (... The reactants are C(C1=CC=CC=C1)C1=CC(=C(N)C=C1)Br (4-benzyl-2-bromo-aniline), ClC1=CC=C(C=C1)B(O)O (4-chlorobenzene boronic acid). The product is C(C1=CC=CC=C1)C1=CC(=C(N)C=C1)C1=CC=C(C=C1)Cl (4-benzyl-2-(4-chlorophenyl)aniline). RXN SMILES: [CH2:1]([C:8]1[CH:14]=[CH:13][C:11]([NH2:12])=[C:10](Br)[CH:9]=1)[C:2]1[CH:7]=[CH:6][CH:5]=[CH:4][CH:3]=1.[Cl:16][C:17]1[CH:22]=[CH:21][C:20](B(O)O)=[CH:19][CH:18]=1>>[CH2:1]([C:8]1[CH:14]=[CH:13][C:11]([NH2:12])=[C:10]([C:20]2[CH:21]=[CH:22][C:17]([Cl:16])=[CH:18][CH:19]=2)[CH:9]=1)[C:2]1[CH:7]=[CH:6][CH:5]=[CH:4][CH:3]=1. Procedure details: 4-benzyl-2-bromo-aniline and 4-chlorobenzene boronic acid were combined to form 4-benzyl-2-(4-chlorophenyl)aniline. Reactants: ClC1=C(C(=NC2=CC(=CC(=C12)F)F)\C=C\C1=CC=CC=C1)C ((E)-4-chloro-5,7-difluoro-3-methyl-2-styrylquinoline), CC1(CNC=2C1=NC=C(C2)N2CCOCC2)C (4-(3,3-dimethyl-2,3-dihydro-1H-pyrrolo-[3,2-b]pyridin-6-yl)morpholine), CC(C)C1=CC(=C(C(=C1)C(C)C)C2=C(C=CC=C2)P(C3CCCCC3)C4CCCCC4)C(C)C (XPhos), CC(C)([O-])C.[Na+] (sodium tert-butoxide). Reagents/catalysts: C=1C=CC(=CC1)/C=C/C(=O)/C=C/C2=CC=CC=C2.C=1C=CC(=CC1)/C=C/C(=O)/C=C/C2=CC=CC=C2.C=1C=CC(=CC1)/C=C/C(=O)/C=C/C2=CC=CC=C2.[Pd].[Pd] (Pd2dba3). The solvent is C1(=CC=CC=C1)C (toluene). Product: CC1(CN(C=2C1=NC=C(C2)N2CCOCC2)C2=C(C(=NC1=CC(=CC(=C21)F)F)\C=C\C2=CC=CC=C2)C)C (4-(3,3-dimethyl-6-(4-morpholinyl)-2,3-dihydro-1H-pyrrolo[3,2-b]pyridin-1-yl)-5,7-difluoro-3-methyl-2-((E)-2-phenylethenyl)quinoline). RXN SMILES: Cl[C:2]1[C:11]2[C:6](=[CH:7][C:8]([F:13])=[CH:9][C:10]=2[F:12])[N:5]=[C:4](/[CH:14]=[CH:15]/[C:16]2[CH:21]=[CH:20][CH:19]=[CH:18][CH:17]=2)[C:3]=1[CH3:22].[CH3:23][C:24]1([CH3:39])[C:28]2=[N:29][CH:30]=[C:31]([N:33]3[CH2:38][CH2:37][O:36][CH2:35][CH2:34]3)[CH:32]=[C:27]2[NH:26][CH2:25]1.CC(C1C=C(C(C)C)C(C2C=CC=CC=2P(C2CCCCC2)C2CCCCC2)=C(C(C)C)C=1)C.CC(C)([O-])C.[Na+]>C1C=CC(/C=C/C(/C=C/C2C=CC=CC=2)=O)=CC=1.C1C=CC(/C=C/C(/C=C/C2C=CC=CC=2)=O)=CC=1.C1C=CC(/C=C/C(/C=C/C2C=CC=CC=2)=O)=CC=1.[Pd].[Pd].C1(C)C=CC=CC=1>[CH3:23][C:24]1([CH3:39])[C:28]2=[N:29][CH:30]=[C:31]([N:33]3[CH2:38][CH2:37][O:36][CH2:35][CH2:34]3)[CH:32]=[C:27]2[N:26]([C:2]2[C:11]3[C:6](=[CH:7][C:8]([F:13])=[CH:9][C:10]=3[F:12])[N:5]=[C:4](/[CH:14]=[CH:15]/[C:16]3[CH:21]=[CH:20][CH:19]=[CH:18][CH:17]=3)[C:3]=2[CH3:22])[CH2:25]1 |f:3.4,5.6.7.8.9|. Procedure: Prepared according to procedure Y by stirring (E)-4-chloro-5,7-difluoro-3-methyl-2-styrylquinoline (50 mg, 0.158 mmol), 4-(3,3-dimethyl-2,3-dihydro-1H-pyrrolo-[3,2-b]pyridin-6-yl)morpholine (37 mg, 0.158 mmol), Pd2dba3 (14.5 mg, 0.016 mmol), XPhos (15.1 mg, 0.032 mmol), sodium tert-butoxide (45.7 mg, 0.475 mmol), and toluene (1.6 mL) at 100° C. for 30 min. Purification by reverse-phase HPLC (0-70% acetonitrile in water) afforded 4-(3,3-dimethyl-6-(4-morpholinyl)-2,3-dihydro-1H-pyrrolo[3,2-b]pyri... The reactants are C(=O)([O-])[O-].[K+].[K+] (K2CO3), OC1(N(C(C2=CC=CC=C12)=O)C1=CC=NC=C1)C (2,3-dihydro-3-hydroxy-3-methyl-2-(4-pyridyl)-1H-isoindol-1-one), O=P12OP3(=O)OP(=O)(O1)OP(=O)(O2)O3 (phosphorus pentoxide), Ice water. Reaction conditions: temperature 200 celsius. The product is C=C1N(C(C2=CC=CC=C12)=O)C1=CC=NC=C1 (2,3-DIHYDRO-3-METHYLENE-2-(4-PYRIDYL)-1H-ISOINDOL-1-ONE). The yield is 66.0%. RXN SMILES: O[C:2]1([CH3:18])[C:10]2[C:5](=[CH:6][CH:7]=[CH:8][CH:9]=2)[C:4](=[O:11])[N:3]1[C:12]1[CH:17]=[CH:16][N:15]=[CH:14][CH:13]=1.O=P12OP3(OP(OP(O3)(O1)=O)(=O)O2)=O.C([O-])([O-])=O.[K+].[K+]>>[CH2:18]=[C:2]1[C:10]2[C:5](=[CH:6][CH:7]=[CH:8][CH:9]=2)[C:4](=[O:11])[N:3]1[C:12]1[CH:17]=[CH:16][N:15]=[CH:14][CH:13]=1 |f:2.3.4|. Reported procedure: A mixture of 2,3-dihydro-3-hydroxy-3-methyl-2-(4-pyridyl)-1H-isoindol-1-one (10.20 g) and phosphorus pentoxide (6.03 g) was heated under vacuum at 200° C. for 20 minutes. Ice water was then added and the mixture was basified with K2CO3 solution. The resulting solid was filtered, dried and passed through a column of florisil (ethyl acetate) to give 6.23 g of a solid. A 2.0 g portion was recrystallized from methanol to give 1.37 gof platelets, mp: 173°-174° C. Reactants: ClC1=NC=C(C=C1)C#N (2-chloro-5-cyanopyridine), COC=O (methylformate). Reagents/catalysts: [Co] (cobalt). Yields the product ClC1=NC=C(C=C1)CNC=O (2-Chloro-5-(formylaminomethyl)pyridine), ClC1=NC=C(C=C1)CN (2-chloro-5-(aminomethyl)pyridine). Reaction SMILES: [Cl:1][C:2]1[CH:7]=[CH:6][C:5]([C:8]#[N:9])=[CH:4][N:3]=1.[CH3:10][O:11]C=O>[Co]>[Cl:1][C:2]1[CH:7]=[CH:6][C:5]([CH2:8][NH:9][CH:10]=[O:11])=[CH:4][N:3]=1.[Cl:1][C:2]1[CH:7]=[CH:6][C:5]([CH2:8][NH2:9])=[CH:4][N:3]=1. Procedure details: 30 g of 91.7% pure 2-chloro-5-cyanopyridine were hydrogenated in 100 ml of methylformate using 7 g of Raney cobalt analogously to Example 2. 2-Chloro-5-(formylaminomethyl)pyridine was obtained in a yield of 92.6% of theory, in addition to 2.9% of theory of 2-chloro-5-(aminomethyl)pyridine.